Dataset: the Open Reaction Database (ORD), a public repository of structured organic reaction records. Task: describe an organic reaction: reactants, conditions, products, and yield Reactants: CN(C=1C=C(C=CC1)O)C (3-dimethylaminophenol), [OH-].[Na+] (NaOH), C(CCCCCCC)Br (octyl bromide). Reagents/catalysts: S(=O)(=O)(O)[O-].C(CCC)[N+](CCCC)(CCCC)CCCC (tetrabutylammonium hydrogen sulfate). Run in C1(=CC=CC=C1)C (toluene). Conditions: temperature 80 celsius, time 30 minute. Product: CN(C=1C=C(C=CC1)CCCCCCCCOCCCCCCCCC1=CC(=CC=C1)N(C)C)C (3-dimethylaminophenyloctyl ether). Reaction SMILES: [CH3:1][N:2]([CH3:10])[C:3]1[CH:4]=[C:5](O)[CH:6]=[CH:7][CH:8]=1.[OH-:11].[Na+].[CH2:13](Br)[CH2:14][CH2:15][CH2:16][CH2:17][CH2:18][CH2:19][CH3:20]>S([O-])(O)(=O)=O.C([N+](CCCC)(CCCC)CCCC)CCC.C1(C)C=CC=CC=1>[CH3:1][N:2]([CH3:10])[C:3]1[CH:4]=[C:5]([CH2:20][CH2:19][CH2:18][CH2:17][CH2:16][CH2:15][CH2:14][CH2:13][O:11][CH2:13][CH2:14][CH2:15][CH2:16][CH2:17][CH2:18][CH2:19][CH2:20][C:5]2[CH:6]=[CH:7][CH:8]=[C:3]([N:2]([CH3:10])[CH3:1])[CH:4]=2)[CH:6]=[CH:7][CH:8]=1 |f:1.2,4.5|. Reported procedure: 200 ml of toluene, 54.8 g (0.4 mol) of 3-dimethylaminophenol and 13.58 g (0.04 mol) of tetrabutylammonium hydrogen sulfate are placed in a 750 ml sulfonating flask having an anchor mixer, thermometer, reflux condenser and dropping funnel and at RT 80 g (1.0 mol) of a 50% aqueous NaOH solution are added dropwise in the course of 30 minutes. The suspension is then stirred for 30 minutes at 80° C. and then at the same temperature 154 g (0.8 mol) of octyl bromide are added in the course 45 minutes. ... Reactants: O=C([O-])O, CCCCNc1nc(N)c2nc(OC)n(CCC3CCCO3)c2n1, CO, Cl, [Na+], [Na+], C1COCCO1, [OH-], O. The product is CCCCNc1nc(N)c2[nH]c(=O)n(CCC3CCCO3)c2n1. Reaction SMILES: [C:28](=[O:29])([O-:30])[OH:31].[CH2:1]([CH2:2][CH2:3][CH3:4])[NH:5][c:6]1[n:7][c:8]([NH2:24])[c:9]2[n:10][c:11]([O:22][CH3:23])[n:12]([CH2:15][CH2:16][CH:17]3[O:18][CH2:19][CH2:20][CH2:21]3)[c:13]2[n:14]1.[CH3:33][OH:34].[ClH:25].[Na+:27].[Na+:32].[O:35]1[CH2:36][CH2:37][O:38][CH2:39][CH2:40]1.[OH-:26].[OH2:41]>>[CH2:1]([CH2:2][CH2:3][CH3:4])[NH:5][c:6]1[n:7][c:8]([NH2:24])[c:9]2[nH:10][c:11](=[O:22])[n:12]([CH2:15][CH2:16][CH:17]3[O:18][CH2:19][CH2:20][CH2:21]3)[c:13]2[n:14]1. Reactants: C(C)(C)(C)OC(=O)N1CCC=CC1 (1-tert-butoxycarbonyl-1,2,3,6-tetrahydropyridine), C(O)([O-])=O.[Na+] (sodium hydrogen carbonate), ClC=1C=C(C(=O)OO)C=CC1 (m-chloroperoxybenzoic acid). The solvent is ClCCl (dichloromethane), CCCCCC (n-hexane). Conditions: time 2 hour. Yields the product C(C)(C)(C)OC(=O)N1CC2C(CC1)O2 (1-tert-butoxycarbonyl-3,4-epoxypiperidine). Yield: 66.7%. As a reaction SMILES: [C:1]([O:5][C:6]([N:8]1[CH2:13][CH:12]=[CH:11][CH2:10][CH2:9]1)=[O:7])([CH3:4])([CH3:3])[CH3:2].C(=O)([O-])[OH:15].[Na+].ClC1C=C(C=CC=1)C(OO)=O>ClCCl.CCCCCC>[C:1]([O:5][C:6]([N:8]1[CH2:9][CH2:10][CH:11]2[O:15][CH:12]2[CH2:13]1)=[O:7])([CH3:4])([CH3:2])[CH3:3] |f:1.2|. Procedure details: To a solution of 1-tert-butoxycarbonyl-1,2,3,6-tetrahydropyridine (18.9 g) in dichloromethane (400 ml). was added in turn sodium hydrogen carbonate (11.3 g) and m-chloroperoxybenzoic acid (23.4 g) with care at 0° C., and which was stirred for 2 hours. Insoluble material was removed by filtration, mother liquor was washed saturated sodium chloride in water (100 ml) and dried over magnesium sulfate. Evaporation of the solvent gave a residue, which was dissolved in n-hexane (300 ml) and insoluble m... Reactants: B(O)(O)C1=CC=C(C=C1)CN1C(=NC(=C1C(=O)OCC)SC)CCCC (ethyl 1-[(4-boronophenyl)-methyl]-2-butyl-4-(methylthio)-1H-imidazole-5-carboxylate), C1(=CC=CC=C1)C (toluene), C(CCO)O (1,3 propanediol). Run in O (water). The product is C(CCC)C=1N(C(=C(N1)SC)C(=O)OCC)CC1=CC=C(C=C1)B1OCCO1 (ethyl 2-butyl-1-[4-(1,3,2-dioxaborolan-2-yl)-benzyl]-4-(methylthio)-1H-imidazole-5-carboxylate). As a reaction SMILES: [B:1]([C:4]1[CH:9]=[CH:8][C:7]([CH2:10][N:11]2[C:15]([C:16]([O:18][CH2:19][CH3:20])=[O:17])=[C:14]([S:21][CH3:22])[N:13]=[C:12]2[CH2:23][CH2:24][CH2:25][CH3:26])=[CH:6][CH:5]=1)([OH:3])[OH:2].[C:27]1(C)C=CC=C[CH:28]=1.C(O)CCO>O>[CH2:23]([C:12]1[N:11]([CH2:10][C:7]2[CH:8]=[CH:9][C:4]([B:1]3[O:2][CH2:28][CH2:27][O:3]3)=[CH:5][CH:6]=2)[C:15]([C:16]([O:18][CH2:19][CH3:20])=[O:17])=[C:14]([S:21][CH3:22])[N:13]=1)[CH2:24][CH2:25][CH3:26]. Procedure: A mixture of 1.292 g of ethyl 1-[(4-boronophenyl)-methyl]-2-butyl-4-(methylthio)-1H-imidazole-5-carboxylate of Preparation 3, 25 ml of toluene and 0.710 ml of 1,3 propanediol was stirred at reflux for 4 hours while eliminating the water formed. After evaporating to dryness under reduced pressure, the residue was crystallized hot and cold from heptane, filtered and washed to obtain 1.12 g of the desired product. The reactants are [Si](C)(C)(C(C)(C)C)Cl (tert-Butyl-dimethylsilyl chloride), OC(C(=O)N1CCCC1)C (2-hydroxy-1-pyrrolidin-1-yl-propan-1-one), N1C=NC=C1 (imidazole). Reagents/catalysts: CN(C)C1=CC=NC=C1 (N,N-dimethyl-4-aminopyridine). Run in CN(C)C=O (DMF). Reaction conditions: time 30 minute. Product: C(C)(C)(C)[Si](OC(C(=O)N1CCCC1)C)(C)C (2-(tert-butyl-dimethyl-silanyloxy)-1-pyrrolidin-1-yl-propan-1-one). Isolated yield 86.0%. Reaction SMILES: [OH:1][CH:2]([CH3:10])[C:3]([N:5]1[CH2:9][CH2:8][CH2:7][CH2:6]1)=[O:4].N1C=CN=C1.[Si:16](Cl)([C:19]([CH3:22])([CH3:21])[CH3:20])([CH3:18])[CH3:17]>CN(C=O)C.CN(C1C=CN=CC=1)C>[C:19]([Si:16]([CH3:18])([CH3:17])[O:1][CH:2]([CH3:10])[C:3]([N:5]1[CH2:9][CH2:8][CH2:7][CH2:6]1)=[O:4])([CH3:22])([CH3:21])[CH3:20]. Reported procedure: To a solution of 2-hydroxy-1-pyrrolidin-1-yl-propan-1-one (47.0 mmol, 6.72 g) in DMF (25 mL) was added imidazole (70.5 mmol, 4.8 g), N,N-dimethyl-4-aminopyridine (4.7 mmol, 0.57 g) at room temperature. tert-Butyl-dimethylsilyl chloride (48.5 mmol, 7.31 g) was then added while stirring. Some exotherm was observed. The initial pale yellow solution turned brown-red in color and some precipitate was observed after 30 min. The reaction mixture was stirred overnight and was then filtered through a sin... The reactants are S(=O)(Cl)Cl (thionyl chloride), C1(CCCC2=CC=CC=C12)O (1,2,3,4-tetrahydro-1-naphthol), O (water), N1=CC=CC=C1 (Pyridine). The solvent is CCOCC (ether), [Cl-].[Na+].O (brine), C(C)OCC (diethyl ether). Run at time 8 hour. The product is ClC1CCCC2=CC=CC=C12 (1,2,3,4-tetrahydro-1-chloronaphthalene). Isolated yield 96.3%. Reaction SMILES: [CH:1]1(O)[C:10]2[C:5](=[CH:6][CH:7]=[CH:8][CH:9]=2)[CH2:4][CH2:3][CH2:2]1.N1C=CC=CC=1.O.S(Cl)([Cl:21])=O>C(OCC)C.[Cl-].[Na+].O>[Cl:21][CH:1]1[C:10]2[C:5](=[CH:6][CH:7]=[CH:8][CH:9]=2)[CH2:4][CH2:3][CH2:2]1 |f:5.6.7|. Procedure details: A 1 liter 3-necked flask equipped with a condenser, electronic thermocouple, mechanical stirrer and under a nitrogen atmosphere was charged with 1,2,3,4-tetrahydro-1-naphthol (34.3 g; 0.23 mol) in dry diethyl ether (420 ml). Pyridine (4.7 ml) was added and the flask was cooled to 16° C. in a bath of water and ice. A solution of thionyl chloride (50.7 ml; 0.70 mol) in ether (140 ml) was then added dropwise in 25 minutes and stirring continued overnight while allowing the bath to warm to ambient t...